Dataset: the Open Reaction Database (ORD), a public repository of structured organic reaction records. Task: describe an organic reaction: reactants, conditions, products, and yield Starting materials: CC12C=CC(=O)C=C1CCC1C3CC(OCC4(c5ccccc5)CO4)C(O)(C(=O)CCl)C3(C)CC(O)C12F, [O-][I+3]([O-])([O-])O, C1CCOC1, O. Yields the product CC12C=CC(=O)C=C1CCC1C3CC(OCC(=O)c4ccccc4)C(O)(C(=O)CCl)C3(C)CC(O)C12F. Reaction SMILES: [Cl:1][CH2:2][C:3]([C:4]1([OH:37])[CH:5]([O:26][CH2:27][C:28]2([c:31]3[cH:32][cH:33][cH:34][cH:35][cH:36]3)[O:29][CH2:30]2)[CH2:6][CH:7]2[CH:8]3[CH2:9][CH2:10][C:11]4=[CH:12][C:13](=[O:25])[CH:14]=[CH:15][C:16]4([CH3:17])[C:18]3([F:24])[CH:19]([OH:23])[CH2:20][C:21]12[CH3:22])=[O:38].[I+3:39]([OH:40])([O-:41])([O-:42])[O-:43].[O:44]1[CH2:45][CH2:46][CH2:47][CH2:48]1.[OH2:49]>>[Cl:1][CH2:2][C:3]([C:4]1([OH:37])[CH:5]([O:26][CH2:27][C:28](=[O:29])[c:31]2[cH:32][cH:33][cH:34][cH:35][cH:36]2)[CH2:6][CH:7]2[CH:8]3[CH2:9][CH2:10][C:11]4=[CH:12][C:13](=[O:25])[CH:14]=[CH:15][C:16]4([CH3:17])[C:18]3([F:24])[CH:19]([OH:23])[CH2:20][C:21]12[CH3:22])=[O:38]. The reactants are [Na] (sodium), C(#C)C=1C=C(C=CC1)O (3-ethynylphenol), C[O-].[Na+] (sodium methoxide), [N+](=O)([O-])C=1C=C2C(C(=O)N(C2=O)C2=CC(=CC=C2)C#C)=CC1 (4-nitro-N-(3-ethynylphenyl)-phthalimide), ice water, S(O)(O)(=O)=O (sulfuric acid). The solvent is CN(C(C)=O)C (N,N-dimethylacetamide), C(Cl)Cl (methylene chloride), CCCCCC (hexane). Conditions: temperature 70 celsius, time 3 hour. Product: C(#C)C=1C=C(OC=2C=C3C(C(=O)N(C3=O)C3=CC(=CC=C3)C#C)=CC2)C=CC1 (4-(3-Ethynylphenoxy)-N-(3-ethynylphenyl)phthalimide). Yield: 44.0%. Reaction SMILES: [Na].[C:2]([C:4]1[CH:5]=[C:6]([OH:10])[CH:7]=[CH:8][CH:9]=1)#[CH:3].C[O-].[Na+].[N+]([C:17]1[CH:18]=[C:19]2[C:24](=[O:25])[N:23]([C:26]3[CH:31]=[CH:30][CH:29]=[C:28]([C:32]#[CH:33])[CH:27]=3)[C:21](=[O:22])[C:20]2=[CH:34][CH:35]=1)([O-])=O.S(=O)(=O)(O)O>C(Cl)Cl.CCCCCC.CN(C)C(=O)C>[C:2]([C:4]1[CH:5]=[C:6]([CH:7]=[CH:8][CH:9]=1)[O:10][C:17]1[CH:18]=[C:19]2[C:24](=[O:25])[N:23]([C:26]3[CH:31]=[CH:30][CH:29]=[C:28]([C:32]#[CH:33])[CH:27]=3)[C:21](=[O:22])[C:20]2=[CH:34][CH:35]=1)#[CH:3] |f:2.3,^1:0|. Procedure details: To the sodium salt of 3-ethynylphenol, prepared from 4.3 g (0.037 mole) of sodium methoxide was added 50 ml of dry N,N-dimethylacetamide, under nitrogen. The mixture was heated to 70° C. and 12.0 g (0.041 mole) of 4-nitro-N-(3-ethynylphenyl)-phthalimide was added. The dark mixture was stirred at 70° C. for 3 hours, then poured into 1.5 liters of ice water. About 100 ml of 1 N sulfuric acid was added to the cold mixture to precipitate the product. The precipitate was collected by filtration, air ... Yield: 66.7%. Run in CO (Methanol). Procedure: Title compound 11A, 1-(4-amino-phenyl)-1H-pyrazolo[3,4-d]pyrimidin-4-ylamine (36 mg, 1.1 eq, 0.16 mmol), 4-methoxybenzenesulphonylchloride (30 mg, 1.0 eq, 0.15 mmol) and diisopropylethylamine (25 μl, 1.0 eq, 0.15 mmol) were added to DMF (1 ml) and the mixture was stirred for 15 hours at room temperature under an inert atmosphere. Methanol was then added (1 ml) and the solvents were removed in vacuo. The resultant solid was purified by semi-preparative HPLC to yield the title compound as a white ... Product: NC1=C2C(=NC=N1)N(N=C2)C2=CC=C(C=C2)NS(=O)(=O)C2=CC=C(C=C2)OC (N-[4-(4-Amino-pyrazolo[3,4-d]pyrimidin-1-yl)-phenyl]-4-methoxy-benzenesulfonamide). Starting materials: Title compound 11A, NC1=CC=C(C=C1)N1N=CC=2C1=NC=NC2N (1-(4-amino-phenyl)-1H-pyrazolo[3,4-d]pyrimidin-4-ylamine), COC1=CC=C(C=C1)S(=O)(=O)Cl (4-methoxybenzenesulphonylchloride), C(C)(C)N(CC)C(C)C (diisopropylethylamine), CN(C)C=O (DMF). Conditions: time 15 hour. Reaction SMILES: [NH2:1][C:2]1[CH:7]=[CH:6][C:5]([N:8]2[C:12]3=[N:13][CH:14]=[N:15][C:16]([NH2:17])=[C:11]3[CH:10]=[N:9]2)=[CH:4][CH:3]=1.[CH3:18][O:19][C:20]1[CH:25]=[CH:24][C:23]([S:26](Cl)(=[O:28])=[O:27])=[CH:22][CH:21]=1.C(N(C(C)C)CC)(C)C.CN(C=O)C>CO>[NH2:17][C:16]1[N:15]=[CH:14][N:13]=[C:12]2[N:8]([C:5]3[CH:6]=[CH:7][C:2]([NH:1][S:26]([C:23]4[CH:22]=[CH:21][C:20]([O:19][CH3:18])=[CH:25][CH:24]=4)(=[O:28])=[O:27])=[CH:3][CH:4]=3)[N:9]=[CH:10][C:11]=12. Reactants: CNC, O=C(Cl)c1ccccc1[N+](=O)[O-], [Na+], C1COCCO1, [OH-]. The product is CN(C)C(=O)c1ccccc1[N+](=O)[O-]. Reaction SMILES: [CH3:1][NH:2][CH3:3].[N+:6](=[O:7])([O-:8])[c:9]1[c:10]([C:11](=[O:12])[Cl:13])[cH:14][cH:15][cH:16][cH:17]1.[Na+:5].[O:18]1[CH2:19][CH2:20][O:21][CH2:22][CH2:23]1.[OH-:4]>>[CH3:1][N:2]([CH3:3])[C:11]([c:10]1[c:9]([N+:6](=[O:7])[O-:8])[cH:17][cH:16][cH:15][cH:14]1)=[O:12]. Reactants: ClC1=CC=C2CN(C3=C(CN21)C=CC=C3)C(C3=CC=C(C=C3)N[N+](=O)[O-])=O (3-chloro-10,11-dihydro-10-(4-nitroaminobenzoyl)-5H-pyrrolo[2,1-c][1,4]benzodiazepine), NN (hydrazine). The reagents and catalysts are [Pd] (palladium on carbon). Solvent: C(C)O (ethyl alcohol). Yields the product ClC1=CC=C2CN(C3=C(CN21)C=CC=C3)C(C3=CC=C(C=C3)N)=O (3-Chloro-10,11-dihydro-10-(4-aminobenzoyl)-5H-pyrrolo[2,1-c][1,4]benzodiazepine). As a reaction SMILES: [Cl:1][C:2]1[N:11]2[C:5]([CH2:6][N:7]([C:16](=[O:27])[C:17]3[CH:22]=[CH:21][C:20]([NH:23][N+]([O-])=O)=[CH:19][CH:18]=3)[C:8]3[CH:15]=[CH:14][CH:13]=[CH:12][C:9]=3[CH2:10]2)=[CH:4][CH:3]=1.NN>[Pd].C(O)C>[Cl:1][C:2]1[N:11]2[C:5]([CH2:6][N:7]([C:16](=[O:27])[C:17]3[CH:18]=[CH:19][C:20]([NH2:23])=[CH:21][CH:22]=3)[C:8]3[CH:15]=[CH:14][CH:13]=[CH:12][C:9]=3[CH2:10]2)=[CH:4][CH:3]=1. Procedure: A mixture of 1 mmol of 3-chloro-10,11-dihydro-10-(4-nitroaminobenzoyl)-5H-pyrrolo[2,1-c][1,4]benzodiazepine, 2.5 mmol of anhydrous hydrazine, 50 mg of palladium on carbon and 10 ml of ethyl alcohol is refluxed for 1.5 hours. The mixture is filtered through diatomaceous earth and the filtrate concentrated to dryness to give the desired product as a solid. The reactants are C(CCC)N1C=C(C2=CC=C(C=C12)C(=O)OCCCC)C(C(F)(F)F)=O (Butyl 1-butyl-3-(trifluoroacetyl)-1H-indole-6-carboxylate), O[Li].O (LiOH.H2O), C1CCOC1 (THF), O (water). The solvent is CO (methanol). Product: C(CCC)N1C=C(C2=CC=C(C=C12)C(=O)O)C(C(F)(F)F)=O (1-butyl-3-(trifluoroacetyl)-1H-indole-6-carboxylic acid). Isolated yield 70.7%. RXN SMILES: [CH2:1]([N:5]1[C:13]2[C:8](=[CH:9][CH:10]=[C:11]([C:14]([O:16]CCCC)=[O:15])[CH:12]=2)[C:7]([C:21](=[O:26])[C:22]([F:25])([F:24])[F:23])=[CH:6]1)[CH2:2][CH2:3][CH3:4].O[Li].O.C1COCC1.O>CO>[CH2:1]([N:5]1[C:13]2[C:8](=[CH:9][CH:10]=[C:11]([C:14]([OH:16])=[O:15])[CH:12]=2)[C:7]([C:21](=[O:26])[C:22]([F:23])([F:24])[F:25])=[CH:6]1)[CH2:2][CH2:3][CH3:4] |f:1.2|. Procedure details: Butyl 1-butyl-3-(trifluoroacetyl)-1H-indole-6-carboxylate (0.277 g), LiOH.H2O (0.040 g), THF (1.5 mL), water (0.5 mL), and methanol (0.5 mL) were stirred overnight at room temperature. The solvents were then removed under reduced pressure and HCl (2N, 0.5 mL) was added to the residue. The residue was extracted with ethyl acetate, dried over magnesium sulfate, filtered, and concentrated. Chromatography on silica gel using methanol/dichloromethane (6/94) gave 1-butyl-3-(trifluoroacetyl)-1H-indole-... The reactants are O=C([O-])O, CCOCCO, N#Cc1cnc2c(c1Cl)C=C1N=CN=C1C2, Cl, Cc1ccc(N)cc1O, [Na+], c1ccncc1. Yields the product Cc1ccc(Nc2c(C#N)cnc3c2C=C2N=CN=C2C3)cc1O. RXN SMILES: [C:33](=[O:34])([OH:35])[O-:36].[CH3:38][CH2:39][O:40][CH2:41][CH2:42][OH:43].[Cl:1][c:2]1[c:3]([C:15]#[N:16])[cH:4][n:5][c:6]2[c:11]1[CH:10]=[C:9]1[C:8](=[N:14][CH:13]=[N:12]1)[CH2:7]2.[ClH:26].[NH2:17][c:18]1[cH:19][cH:20][c:21]([CH3:25])[c:22]([OH:24])[cH:23]1.[Na+:37].[n:27]1[cH:28][cH:29][cH:30][cH:31][cH:32]1>>[c:2]1([NH:17][c:18]2[cH:19][cH:20][c:21]([CH3:25])[c:22]([OH:24])[cH:23]2)[c:3]([C:15]#[N:16])[cH:4][n:5][c:6]2[c:11]1[CH:10]=[C:9]1[C:8](=[N:14][CH:13]=[N:12]1)[CH2:7]2. Starting materials: BrC=1C=C(C=CC1F)CCC(N)=N (3-(3-bromo-4-fluorophenyl)propanimidamide), O\C=C(/C(=O)OC)\CC=1C=NC(=NC1)OC (methyl (2Z)-3-hydroxy-2-{[2-(methyloxy)-5-pyrimidinyl]methyl}-2-propenoate), C(=O)([O-])[O-].[K+].[K+] (K2CO3). Run in CN1CCCC1=O (NMP). Conditions: temperature 130 celsius. The product is BrC=1C=C(CCC=2NC=C(C(N2)=O)CC=2C=NC(=NC2)OC)C=CC1F (2-(3-Bromo-4-fluorophenethyl)-5-((2-methoxypyrimidin-5-yl)methyl)pyrimidin-4(1H)-one). Isolated yield 42.8%. As a reaction SMILES: [Br:1][C:2]1[CH:3]=[C:4]([CH2:9][CH2:10][C:11](=[NH:13])[NH2:12])[CH:5]=[CH:6][C:7]=1[F:8].[OH:14]/[CH:15]=[C:16](/[CH2:21][C:22]1[CH:23]=[N:24][C:25]([O:28][CH3:29])=[N:26][CH:27]=1)\[C:17](OC)=O.C([O-])([O-])=O.[K+].[K+]>CN1C(=O)CCC1>[Br:1][C:2]1[CH:3]=[C:4]([CH:5]=[CH:6][C:7]=1[F:8])[CH2:9][CH2:10][C:11]1[NH:12][CH:17]=[C:16]([CH2:21][C:22]2[CH:23]=[N:24][C:25]([O:28][CH3:29])=[N:26][CH:27]=2)[C:15](=[O:14])[N:13]=1 |f:2.3.4|. Procedure: The mixture of 3-(3-bromo-4-fluorophenyl)propanimidamide (3.28 g, 13.38 mmol), methyl (2Z)-3-hydroxy-2-{[2-(methyloxy)-5-pyrimidinyl]methyl}-2-propenoate (1.5 g, 6.69 mmol) and K2CO3 (2.77 g, 20.07 mmol) in NMP (20 mL) was heated with a microwave reactor at 130° C. for 2 h. The mixture was purified with a reverse phase Biotage to provide the title compound (1.2 g, 40.6% yield). LCMS: rt=2.52 min, [M+H+]=419 Reactants: COC1=C(C=C(C=C1)C(F)(F)F)C=1CCN(CC1)C(=O)OC(C)(C)C (tert-Butyl 4-[2-methoxy-5-(trifluoromethyl)phenyl]-3,6-dihydropyridine-1(2H)-carboxylate). The reagents and catalysts are [Pd] (palladium). Product: COC1=C(C=C(C=C1)C(F)(F)F)C1CCN(CC1)C(=O)OC(C)(C)C (tert-Butyl 4-[2-methoxy-5-(trifluoromethyl)phenyl]piperidine-1-carboxylate). As a reaction SMILES: [CH3:1][O:2][C:3]1[CH:8]=[CH:7][C:6]([C:9]([F:12])([F:11])[F:10])=[CH:5][C:4]=1[C:13]1[CH2:14][CH2:15][N:16]([C:19]([O:21][C:22]([CH3:25])([CH3:24])[CH3:23])=[O:20])[CH2:17][CH:18]=1>[Pd]>[CH3:1][O:2][C:3]1[CH:8]=[CH:7][C:6]([C:9]([F:10])([F:11])[F:12])=[CH:5][C:4]=1[CH:13]1[CH2:18][CH2:17][N:16]([C:19]([O:21][C:22]([CH3:25])([CH3:24])[CH3:23])=[O:20])[CH2:15][CH2:14]1. Reported procedure: tert-Butyl 4-[2-methoxy-5-(trifluoromethyl)phenyl]-3,6-dihydropyridine-1(2H)-carboxylate (Preparation 319, 512 mg, 1.43 mmol) was hydrogenated for 16 hours over palladium (10 wt. % on activated carbon, 10 mg, 0.009 mmol) at a pressure of 40 psi. The reaction mixture was filtered through Celite™ and concentrated in vacuo to afford the title compound as a white solid, 503 mg. Yields the product C1(=CC(=CC=C1)NC(=O)C=1C=C2C(NN=C(C2=CC1)Cl)=O)C (1-chloro-4-oxo-3,4-dihydro-phthalazine-6-carboxylic acid m-tolylamide). Procedure details: A mixture of 1,4-dichloro-phthalazine-6-carboxylic acid m-tolylamide (350 mg, 0.87 mmol), 2N NaOH (4.4 mL, 8.70 mmol) and dioxane (4 mL) was heated to 50° C. for 3 h. The reaction was diluted with water, acidified with conc. HCl to ˜pH 6. The reaction mixture was concentrated to low volume and filtered through celite. Chromatography (Hex/EtOAc) afforded 1-chloro-4-oxo-3,4-dihydro-phthalazine-6-carboxylic acid m-tolylamide (8 mg) as a pale yellow solid, 1H NMR (400 MHz, d6-DMSO) δ: 2.32 (s, 3H), ... Solvent: O (water). Reaction SMILES: [C:1]1([CH3:22])[CH:6]=[CH:5][CH:4]=[C:3]([NH:7][C:8]([C:10]2[CH:11]=[C:12]3[C:17](=[CH:18][CH:19]=2)[C:16]([Cl:20])=[N:15][N:14]=[C:13]3Cl)=[O:9])[CH:2]=1.[OH-].[Na+].[O:25]1CCOCC1.Cl>O>[C:1]1([CH3:22])[CH:6]=[CH:5][CH:4]=[C:3]([NH:7][C:8]([C:10]2[CH:11]=[C:12]3[C:17](=[CH:18][CH:19]=2)[C:16]([Cl:20])=[N:15][NH:14][C:13]3=[O:25])=[O:9])[CH:2]=1 |f:1.2|. Run at temperature 50 celsius. Reactants: C1(=CC(=CC=C1)NC(=O)C=1C=C2C(=NN=C(C2=CC1)Cl)Cl)C (1,4-dichloro-phthalazine-6-carboxylic acid m-tolylamide), [OH-].[Na+] (NaOH), O1CCOCC1 (dioxane), Cl (HCl).